Dataset: the Open Reaction Database (ORD), a public repository of structured organic reaction records. Task: describe an organic reaction: reactants, conditions, products, and yield Reactants: [H-].[H-].[H-].[H-].[Li+].[Al+3] (LiAlH4), [H-].[H-].[H-].[H-].[Li+].[Al+3] (LiAlH4), FC1=CC=C(C=C1)C1=NC(=CC(=C1C(=O)OCC)C(C)C)C1=CC=CC=C1 (2-(4-fluorophenyl)-4-(1-methylethyl)-6-phenyl-3-pyridinecarboxylic acid, ethyl ester). Run in C1CCOC1 (THF), C1CCOC1 (THF). Reaction conditions: time 4.5 hour. Product: FC1=CC=C(C=C1)C1=NC(=CC(=C1CO)C(C)C)C1=CC=CC=C1 (2-(4-fluorophenyl)-4-(1-methylethyl)-6-phenyl-3-pyridinemethanol). Reaction SMILES: [H-].[H-].[H-].[H-].[Li+].[Al+3].[F:7][C:8]1[CH:13]=[CH:12][C:11]([C:14]2[C:19]([C:20](OCC)=[O:21])=[C:18]([CH:25]([CH3:27])[CH3:26])[CH:17]=[C:16]([C:28]3[CH:33]=[CH:32][CH:31]=[CH:30][CH:29]=3)[N:15]=2)=[CH:10][CH:9]=1>C1COCC1>[F:7][C:8]1[CH:13]=[CH:12][C:11]([C:14]2[C:19]([CH2:20][OH:21])=[C:18]([CH:25]([CH3:27])[CH3:26])[CH:17]=[C:16]([C:28]3[CH:29]=[CH:30][CH:31]=[CH:32][CH:33]=3)[N:15]=2)=[CH:10][CH:9]=1 |f:0.1.2.3.4.5|. Reported procedure: To a slurry of LiAlH4 (1.457 gm, 38.4 mmol) in dry THF at 0° C. was added a solution of 2-(4-fluorophenyl)-4-(1-methylethyl)-6-phenyl-3-pyridinecarboxylic acid, ethyl ester (3.37 gm, 9.27 mmol) in THF (7 ml). After 4.5 hours, the flask was charged with an additional 0.88 gm LiAlH4 and stirring was continued for 2 more hours. The mixture was quenched with H2O and diluted with H2O and EtOAc. The phases were shaken and separated, and the aqueous layer was extracted again with EtOAc and Et2O. The po... The reactants are COC(=O)C=1C(=C2C=C(C(N(C2=CN1)C1=CC=CC=C1)=O)Br)O (3-bromo-5-hydroxy-2-oxo-1-phenyl-1,2-dihydro-[1,7]naphthyridine-6-carboxylic acid methyl ester), [Br-].C(C1=CC=CC=C1)[Zn+] (benzylzinc bromide), [NH4+].[Cl-] (NH4Cl), CCOC(=O)C (EtOAc). Reagents/catalysts: C=1C=CC(=CC1)[P](C=2C=CC=CC2)(C=3C=CC=CC3)[Pd]([P](C=4C=CC=CC4)(C=5C=CC=CC5)C=6C=CC=CC6)([P](C=7C=CC=CC7)(C=8C=CC=CC8)C=9C=CC=CC9)[P](C=1C=CC=CC1)(C=1C=CC=CC1)C=1C=CC=CC1 (Pd(PPh3)4). Run in C1CCOC1 (THF). Run at time 1 hour. The product is COC(=O)C=1C(=C2C=C(C(N(C2=CN1)C1=CC=CC=C1)=O)CC1=CC=CC=C1)O (3-Benzyl-5-hydroxy-2-oxo-1-phenyl-1,2-dihydro-[1,7]naphthyridine-6-carboxylic acid methyl ester). The yield is 20.0%. As a reaction SMILES: [CH3:1][O:2][C:3]([C:5]1[C:6]([OH:23])=[C:7]2[C:12](=[CH:13][N:14]=1)[N:11]([C:15]1[CH:20]=[CH:19][CH:18]=[CH:17][CH:16]=1)[C:10](=[O:21])[C:9](Br)=[CH:8]2)=[O:4].[Br-].[CH2:25]([Zn+])[C:26]1[CH:31]=[CH:30][CH:29]=[CH:28][CH:27]=1.[NH4+].[Cl-].CCOC(C)=O>C1COCC1.C1C=CC([P]([Pd]([P](C2C=CC=CC=2)(C2C=CC=CC=2)C2C=CC=CC=2)([P](C2C=CC=CC=2)(C2C=CC=CC=2)C2C=CC=CC=2)[P](C2C=CC=CC=2)(C2C=CC=CC=2)C2C=CC=CC=2)(C2C=CC=CC=2)C2C=CC=CC=2)=CC=1>[CH3:1][O:2][C:3]([C:5]1[C:6]([OH:23])=[C:7]2[C:12](=[CH:13][N:14]=1)[N:11]([C:15]1[CH:20]=[CH:19][CH:18]=[CH:17][CH:16]=1)[C:10](=[O:21])[C:9]([CH2:25][C:26]1[CH:31]=[CH:30][CH:29]=[CH:28][CH:27]=1)=[CH:8]2)=[O:4] |f:1.2,3.4,^1:49,51,70,89|. Reported procedure: A mixture of 3-bromo-5-hydroxy-2-oxo-1-phenyl-1,2-dihydro-[1,7]naphthyridine-6-carboxylic acid methyl ester (120 mg, 0.323 mmol), benzylzinc bromide solution (1.6 mL, 0.806 mmol, 0.5 M in THF), and Pd(PPh3)4 (37 mg, 0.0323 mmol) in THF (6 mL) was refluxed under nitrogen atmosphere for 16 h. After the mixture was cooled to r.t., saturated NH4Cl and EtOAc were added. The aqueous layer was extracted with additional EtOAc, and the organic layers were combined and dried over MgSO4. After evaporating ... The reactants are COC=1C(=CC=CC1)N (o-anisidine), COC1=CC=C(C=C1)S(=O)(=O)Cl (4-methoxybenzenesulfonyl chloride). Product: COC1=CC=C(C=C1)S(=O)(=O)NC1=C(C=CC=C1)OC (4-Methoxy-N-(2-methoxyphenyl)benzenesulfonamide). Isolated yield 90.1%. Reaction SMILES: [CH3:1][O:2][C:3]1[C:4]([NH2:9])=[CH:5][CH:6]=[CH:7][CH:8]=1.[CH3:10][O:11][C:12]1[CH:17]=[CH:16][C:15]([S:18](Cl)(=[O:20])=[O:19])=[CH:14][CH:13]=1>>[CH3:10][O:11][C:12]1[CH:13]=[CH:14][C:15]([S:18]([NH:9][C:4]2[CH:5]=[CH:6][CH:7]=[CH:8][C:3]=2[O:2][CH3:1])(=[O:20])=[O:19])=[CH:16][CH:17]=1. Procedure: Using o-anisidine (1.0 ml, 8.55 mmol) and 4-methoxybenzenesulfonyl chloride (1.78 g, 8.55 mmol), the procedure of Reference Example 2 was repeated to obtain 2.26 g (90.1%) of the title compound in the form of colorless powder. Starting materials: FC=1C(=NC=CC1CO)C(F)(F)F ((3-fluoro-2-trifluoromethyl-pyridin-4-yl)-methanol). The reagents and catalysts are O=[Mn]=O (MnO2). The solvent is C(Cl)Cl (CH2Cl2). Run at time 8 hour. Yields the product FC=1C(=NC=CC1C=O)C(F)(F)F (3-Fluoro-2-trifluoromethyl-pyridine-4-carbaldehyde). As a reaction SMILES: [F:1][C:2]1[C:3]([C:10]([F:13])([F:12])[F:11])=[N:4][CH:5]=[CH:6][C:7]=1[CH2:8][OH:9]>C(Cl)Cl.O=[Mn]=O>[F:1][C:2]1[C:3]([C:10]([F:12])([F:13])[F:11])=[N:4][CH:5]=[CH:6][C:7]=1[CH:8]=[O:9]. Reported procedure: A mixture of (3-fluoro-2-trifluoromethyl-pyridin-4-yl)-methanol (0.620 g, 3.18 mmol) and activated MnO2 (3.20 g, 36.5 mmol) in CH2Cl2 was stirred at RT overnight. The solid was filtered off, washed with CH2Cl2, and the filtrate was concentrated under mildly reduced pressure to afford the title compound as a yellow liquid. MS (LC/MS): 212.0 [M+NH4]+, 226.0 [M+MeOH]+. tR (HPLC conditions c): 3.26 min.